Dataset: the Open Reaction Database (ORD), a public repository of structured organic reaction records. Task: describe an organic reaction: reactants, conditions, products, and yield Starting materials: CCC(C)=O, [I-], [Na+], CCCCCCCC(=O)c1ccc(CCOS(=O)(=O)c2ccc(C)cc2)cc1. RXN SMILES: [CH3:31][C:32](=[O:33])[CH2:34][CH3:35].[I-:30].[Na+:29].[c:1]1([CH3:2])[cH:3][cH:4][c:5]([S:6]([O:7][CH2:11][CH2:12][c:13]2[cH:14][cH:15][c:16]([C:19]([CH2:20][CH2:21][CH2:22][CH2:23][CH2:24][CH2:25][CH3:26])=[O:27])[cH:17][cH:18]2)(=[O:8])=[O:9])[cH:10][cH:28]1>>[CH2:11]([CH2:12][c:13]1[cH:14][cH:15][c:16]([C:19]([CH2:20][CH2:21][CH2:22][CH2:23][CH2:24][CH2:25][CH3:26])=[O:27])[cH:17][cH:18]1)[I:30]. Yields the product CCCCCCCC(=O)c1ccc(CCI)cc1. Reactants: C(C)(=O)C1=C(C(=C(C=C1)SCCCCBr)CCC)O (4-(4-acetyl-3-hydroxy-2-propylphenylthio)butylbromide), ice water, Cl (hydrochloric acid), SC=1NC2=C(N1)C=CC(=C2)C(=O)OCC (ethyl 2-mercaptobenzimidazole-5-carboxylate), C([O-])([O-])=O.[K+].[K+] (potassium carbonate). The solvent is CN(C=O)C (N,N-dimethylformamide), CN(C=O)C (N,N-dimethylformamide). Run at temperature 65 celsius, time 30 minute. Product: C(C)(=O)C1=C(C(=C(C=C1)SCCCCSC=1NC2=C(N1)C=CC(=C2)C(=O)OCC)CCC)O (Ethyl 2-[4-(4-acetyl-3-hydroxy-2-propylphenylthio)butylthio]-benzimidazole-5-carboxylate). Yield: 89.8%. RXN SMILES: [SH:1][C:2]1[NH:3][C:4]2[CH:10]=[C:9]([C:11]([O:13][CH2:14][CH3:15])=[O:12])[CH:8]=[CH:7][C:5]=2[N:6]=1.C(=O)([O-])[O-].[K+].[K+].[C:22]([C:25]1[CH:30]=[CH:29][C:28]([S:31][CH2:32][CH2:33][CH2:34][CH2:35]Br)=[C:27]([CH2:37][CH2:38][CH3:39])[C:26]=1[OH:40])(=[O:24])[CH3:23].Cl>CN(C)C=O>[C:22]([C:25]1[CH:30]=[CH:29][C:28]([S:31][CH2:32][CH2:33][CH2:34][CH2:35][S:1][C:2]2[NH:3][C:4]3[CH:10]=[C:9]([C:11]([O:13][CH2:14][CH3:15])=[O:12])[CH:8]=[CH:7][C:5]=3[N:6]=2)=[C:27]([CH2:37][CH2:38][CH3:39])[C:26]=1[OH:40])(=[O:24])[CH3:23] |f:1.2.3|. Procedure details: A mixture of ethyl 2-mercaptobenzimidazole-5-carboxylate (1.29 g), anhydrous potassium carbonate (960 mg) in N,N-dimethylformamide (20 ml) was stirred at 60-70 ° C. for 30 minutes. To this mixture was added a solution of 4-(4-acetyl-3-hydroxy-2-propylphenylthio)butylbromide (2.00 g) in N,N-dimethylformamide (10 ml) dropwise during 10 minutes and stirred at the same temperature for 30 minutes. The reaction mixture was poured into ice-water, made acidic with concentrated hydrochloric acid and extr...